describe an organic reaction: reactants, conditions, products, and yield From a dataset of the Open Reaction Database (ORD), a public repository of structured organic reaction records. Reactants: O=C([O-])[O-], CCOC=C(C(=O)OCC)C(=O)OCC, CCCCCC[N+](CCCCCC)(CCCCCC)CCCCCC, [Cl-], ClCCl, CC(CO)Nc1ccc(F)c(F)c1F, [K+], [K+]. Yields the product CCOC(=O)C(=CN(c1ccc(F)c(F)c1F)C(C)CO)C(=O)OCC. RXN SMILES: [C:30](=[O:31])([O-:32])[O-:33].[CH2:15]([O:16][CH:18]=[C:19]([C:20](=[O:21])[O:22][CH2:23][CH3:24])[C:25](=[O:26])[O:27][CH2:28][CH3:29])[CH3:17].[CH2:37]([N+:38]([CH2:39][CH2:40][CH2:41][CH2:42][CH2:43][CH3:44])([CH2:45][CH2:46][CH2:47][CH2:48][CH2:49][CH3:50])[CH2:51][CH2:52][CH2:53][CH2:54][CH2:55][CH3:56])[CH2:57][CH2:58][CH2:59][CH2:60][CH3:61].[Cl-:36].[Cl:62][CH2:63][Cl:64].[F:1][c:2]1[c:3]([NH:4][CH:5]([CH2:6][OH:7])[CH3:8])[cH:9][cH:10][c:11]([F:14])[c:12]1[F:13].[K+:34].[K+:35]>>[F:1][c:2]1[c:3]([N:4]([CH:5]([CH2:6][OH:7])[CH3:8])[CH:18]=[C:19]([C:20](=[O:21])[O:22][CH2:23][CH3:24])[C:25](=[O:26])[O:27][CH2:28][CH3:29])[cH:9][cH:10][c:11]([F:14])[c:12]1[F:13]. The reactants are C(=O)(O)C=1C=C(C=CC1)N\C(\C1=CC=CC=C1)=C\1/C(NC2=CC=CC=C12)=O ((Z)-3-[1-(3-carboxyphenylamino)-1-phenyl-methylidene]-2-indolinone), Cl.CNC (dimethylamine-hydrochloride), CN(C)C(=[N+](C)C)ON1C2=C(C=CC=C2)N=N1.[B-](F)(F)(F)F (TBTU), C=1C=CC2=C(C1)N=NN2O (HOBt). The solvent is CN(C)C=O (DMF), C(C)N(CC)CC (triethylamine). Product: CN(C(=O)C=1C=C(C=CC1)N\C(\C1=CC=CC=C1)=C\1/C(NC2=CC=CC=C12)=O)C ((Z)-3-[1-(3-dimethylaminocarbonyl-phenylamino)-1-phenyl-methylidene]-2-indolinone). As a reaction SMILES: [C:1]([C:4]1[CH:5]=[C:6]([NH:10]/[C:11](=[C:18]2\[C:19](=[O:27])[NH:20][C:21]3[C:26]\2=[CH:25][CH:24]=[CH:23][CH:22]=3)/[C:12]2[CH:17]=[CH:16][CH:15]=[CH:14][CH:13]=2)[CH:7]=[CH:8][CH:9]=1)([OH:3])=O.Cl.[CH3:29][NH:30][CH3:31].CN(C(ON1N=NC2C=CC=CC1=2)=[N+](C)C)C.[B-](F)(F)(F)F.C1C=CC2N(O)N=NC=2C=1>CN(C=O)C.C(N(CC)CC)C>[CH3:29][N:30]([CH3:31])[C:1]([C:4]1[CH:5]=[C:6]([NH:10]/[C:11](=[C:18]2\[C:19](=[O:27])[NH:20][C:21]3[C:26]\2=[CH:25][CH:24]=[CH:23][CH:22]=3)/[C:12]2[CH:13]=[CH:14][CH:15]=[CH:16][CH:17]=2)[CH:7]=[CH:8][CH:9]=1)=[O:3] |f:1.2,3.4|. Reported procedure: Prepared analogously to Example 21 from (Z)-3-[1-(3-carboxyphenylamino)-1-phenyl-methylidene]-2-indolinone, dimethylamine-hydrochloride, TBTU, HOBt and triethylamine in DMF. The reactants are C(CC)C1CCC(S1)CO (5-propyl-tetrahydrothiophen-2-yl-methanol), N(=NC(=O)OCC)C(=O)OCC (diethyl azodicarboxylate), C1(=CC=CC=C1)P(C1=CC=CC=C1)C1=CC=CC=C1 (triphenylphosphine), C(CCCCCCCCCC)C=1C=NC(=NC1)C1=CC=C(C=C1)O (4-(5-undecyl-pyrimidin-2-yl)phenol). Run in C1CCOC1 (THF). Conditions: time 24 hour. The product is C(CC)C1CCC(S1)COC1=CC=C(C=C1)C1=NC=C(C=N1)CCCCCCCCCCC ((5-Propyl-tetrahydrothiophen-2-yl)methyl [4(5-undecyl-pyrimidin-2-yl)phenyl]ether). Reaction SMILES: N(C(OCC)=O)=NC(OCC)=O.C1(P(C2C=CC=CC=2)C2C=CC=CC=2)C=CC=CC=1.[CH2:32]([C:43]1[CH:44]=[N:45][C:46]([C:49]2[CH:54]=[CH:53][C:52]([OH:55])=[CH:51][CH:50]=2)=[N:47][CH:48]=1)[CH2:33][CH2:34][CH2:35][CH2:36][CH2:37][CH2:38][CH2:39][CH2:40][CH2:41][CH3:42].[CH2:56]([CH:59]1[S:63][CH:62]([CH2:64]O)[CH2:61][CH2:60]1)[CH2:57][CH3:58]>C1COCC1>[CH2:56]([CH:59]1[S:63][CH:62]([CH2:64][O:55][C:52]2[CH:51]=[CH:50][C:49]([C:46]3[N:47]=[CH:48][C:43]([CH2:32][CH2:33][CH2:34][CH2:35][CH2:36][CH2:37][CH2:38][CH2:39][CH2:40][CH2:41][CH3:42])=[CH:44][N:45]=3)=[CH:54][CH:53]=2)[CH2:61][CH2:60]1)[CH2:57][CH3:58]. Reported procedure: A fully reacted mixture of equimolar amounts of diethyl azodicarboxylate and triphenylphosphine in THF is admixed with equimolar amounts of 4-(5-undecyl-pyrimidin-2-yl)phenol and 5-propyl-tetrahydrothiophen-2-yl-methanol (prepared by LiAIH4 reduction of methyl 5-propyl-tetrahydrothiophene-2-carboxylate). The mixture is stirred for 24 h at room temperature and then evaporated to dryness under reduced pressure. Purification by chromatography (silica gel, dichloromethane) and recrystallization affo... Reactants: CC1(C=2C=CC=CC2C(CC1)(C)C)C (5,6,7,8-tetrahydro-5,5,8,8-tetramethylnaphthalene), ClCCl (dichloromethane), [Cl-].[Al+3].[Cl-].[Cl-] (aluminum chloride), C(C(C)C)(=O)Cl (isobutyryl chloride). Run in O (water). Reaction conditions: time 3 hour. Product: C(C)(C)C(=O)C1=CC=2C(CCC(C2C=C1)(C)C)(C)C (5,6,7,8-tetrahydro-5,5,8,8-tetramethyl-2-naphthyl isopropyl ketone). RXN SMILES: [CH3:1][C:2]1([CH3:14])[CH2:11][CH2:10][C:9]([CH3:13])([CH3:12])[C:8]2[CH:7]=[CH:6][CH:5]=[CH:4][C:3]1=2.ClCCl.[Cl-].[Al+3].[Cl-].[Cl-].[C:22](Cl)(=[O:26])[CH:23]([CH3:25])[CH3:24]>O>[CH:23]([C:22]([C:6]1[CH:5]=[CH:4][C:3]2[C:2]([CH3:14])([CH3:1])[CH2:11][CH2:10][C:9]([CH3:13])([CH3:12])[C:8]=2[CH:7]=1)=[O:26])([CH3:25])[CH3:24] |f:2.3.4.5|. Reported procedure: The synthesis process is as set forth in the chemical reaction formula below. To 5,6,7,8-tetrahydro-5,5,8,8-tetramethylnaphthalene (188 mg, 1.00 mmol) were added anhydrous dichloromethane (1 mL), aluminum chloride (140 mg, 1.05 mmol), and isobutyryl chloride (112 mg, 1.05 mmol) followed by stirring at room temperature for 3 hours. The reaction solution was poured into cold water and extracted by ethyl acetate. The organic layer was washed by water, a saturated sodium hydrogen carbonate aq. solut... Starting materials: ClC=1C=C2C=C(NC2=CC1)C(=O)N[C@H]1[C@H](C[C@@H](CC1)C(=O)OCC)NC(=O)C=1SC=2CN(CCC2N1)C ((1R*,2S*,4R*)-N1-[(5-Chloroindol-2-yl)carbonyl]-4-ethoxycarbonyl-N2-[(5-methyl-4,5,6,7-tetrahydrothiazolo[5,4-c]pyridin-2-yl)carbonyl]-1,2-cyclohexane-diamine), Cl (hydrochloric acid), C(C)O (ethanol), aqueous solution, [OH-].[Na+] (sodium hydroxide). Run in O1CCCC1 (tetrahydrofuran). Run at time 12 hour. Yields the product C(=O)(O)[C@H]1C[C@@H]([C@@H](CC1)NC(=O)C=1NC2=CC=C(C=C2C1)Cl)NC(=O)C=1SC=2CN(CCC2N1)C ((1R*,2S*,4R*)-4-Carboxy-N1-[(5-chloroindol-2-yl)-carbonyl]-N2-[(5-methyl-4,5,6,7-tetrahydrothiazolo-[5,4-c]pyridin-2-yl)carbonyl]-1,2-cyclohexanediamine). Yield: 82.0%. Reaction SMILES: [Cl:1][C:2]1[CH:3]=[C:4]2[C:8](=[CH:9][CH:10]=1)[NH:7][C:6]([C:11]([NH:13][C@@H:14]1[CH2:19][CH2:18][C@@H:17]([C:20]([O:22]CC)=[O:21])[CH2:16][C@@H:15]1[NH:25][C:26]([C:28]1[S:29][C:30]3[CH2:31][N:32]([CH3:37])[CH2:33][CH2:34][C:35]=3[N:36]=1)=[O:27])=[O:12])=[CH:5]2.C(O)C.[OH-].[Na+].Cl>O1CCCC1>[C:20]([C@@H:17]1[CH2:18][CH2:19][C@@H:14]([NH:13][C:11]([C:6]2[NH:7][C:8]3[C:4]([CH:5]=2)=[CH:3][C:2]([Cl:1])=[CH:10][CH:9]=3)=[O:12])[C@@H:15]([NH:25][C:26]([C:28]2[S:29][C:30]3[CH2:31][N:32]([CH3:37])[CH2:33][CH2:34][C:35]=3[N:36]=2)=[O:27])[CH2:16]1)([OH:22])=[O:21] |f:2.3|. Procedure: (1R*,2S*,4R*)-N1-[(5-Chloroindol-2-yl)carbonyl]-4-ethoxycarbonyl-N2-[(5-methyl-4,5,6,7-tetrahydrothiazolo[5,4-c]pyridin-2-yl)carbonyl]-1,2-cyclohexane-diamine (916 mg) was suspended in a mixed solvent of ethanol (10 ml) and tetrahydrofuran (8 ml), and a 1N aqueous solution (3.3 ml) of sodium hydroxide was added at room temperature to stir the mixture for 12 hours at the same temperature. After adding 1N hydrochloric acid (3.3 ml), the solvent was distilled off under reduced pressure, and the res...